From a dataset of the Open Reaction Database (ORD), a public repository of structured organic reaction records. describe an organic reaction: reactants, conditions, products, and yield The product is CC(=NC#N)NC1=CC(C)(C)Oc2ccc(C#N)cc21. Reactants: CC(=NC#N)NC1c2cc(C#N)ccc2OC(C)(C)C1OS(C)(=O)=O, CCOC(C)=O, c1ccccc1. Reaction SMILES: [C:1](#[N:2])[c:3]1[cH:4][c:5]2[c:6]([cH:24][cH:25]1)[O:7][C:8]([CH3:22])([CH3:23])[CH:9]([O:17][S:18]([CH3:19])(=[O:20])=[O:21])[CH:10]2[NH:11][C:12]([CH3:13])=[N:14][C:15]#[N:16].[CH3:32][CH2:33][O:34][C:35](=[O:36])[CH3:37].[cH:26]1[cH:27][cH:28][cH:29][cH:30][cH:31]1>>[C:1](#[N:2])[c:3]1[cH:4][c:5]2[c:6]([cH:24][cH:25]1)[O:7][C:8]([CH3:22])([CH3:23])[CH:9]=[C:10]2[NH:11][C:12]([CH3:13])=[N:14][C:15]#[N:16].